describe an organic reaction: reactants, conditions, products, and yield From a dataset of the Open Reaction Database (ORD), a public repository of structured organic reaction records. The reactants are BrC=1C=CC(=C(C=O)C1)SC (5-Bromo-2-(methylsulfanyl)benzaldehyde), Cl.CON (O-methylhydroxylamine hydrochloride), O (water). Run in N1=CC=CC=C1 (pyridine). The product is CON=CC1=C(C=CC(=C1)Br)SC (5-bromo-2-(methylsulfanyl)benzaldehyde O-methyloxime). The yield is 96.1%. RXN SMILES: [Br:1][C:2]1[CH:3]=[CH:4][C:5]([S:10][CH3:11])=[C:6]([CH:9]=1)[CH:7]=O.Cl.[CH3:13][O:14][NH2:15].O>N1C=CC=CC=1>[CH3:13][O:14][N:15]=[CH:7][C:6]1[CH:9]=[C:2]([Br:1])[CH:3]=[CH:4][C:5]=1[S:10][CH3:11] |f:1.2|. Procedure details: (Step 2) 5-Bromo-2-(methylsulfanyl)benzaldehyde obtained in Step 1 (11.0 g) and O-methylhydroxylamine hydrochloride (4.37 g) were stirred in pyridine (30 ml) at room temperature for 14 hr. The reaction solution was treated with water, and extracted with ethyl acetate. The extract was washed successively with 1N hydrochloric acid (twice) and saturated brine, and dried over magnesium sulfate. The solvent was evaporated under reduced pressure to give 5-bromo-2-(methylsulfanyl)benzaldehyde O-methylo...